Dataset: the Open Reaction Database (ORD), a public repository of structured organic reaction records. Task: describe an organic reaction: reactants, conditions, products, and yield The reagents and catalysts are CC(=O)[O-].CC(=O)[O-].[Pd+2] (Pd(OAc)2). Isolated yield 100.0%. Reactants: FC(S(=O)(=O)OC1=CC(=C(C=C1)C=1N=NC(=CC1)OC1CC(NC(C1)(C)C)(C)C)F)(F)F (3-Fluoro-4-(6-((2,2,6,6-tetramethylpiperidin-4-yl)oxy)pyridazin-3-yl)phenyl trifluoromethanesulfonate), C(C)(=O)OI(OC(C)=O)C1=CC=CC=C1 (PhI(OAc)2). Procedure details: 3-Fluoro-4-(6-((2,2,6,6-tetramethylpiperidin-4-yl)oxy)pyridazin-3-yl)phenyl trifluoromethanesulfonate (0.48 g, 1.01 mmol), PhI(OAc)2 (0.46 g, 1.41 mmol), and Pd(OAc)2(68 mg, 0.10 mmol) were dissolved in a mixture of acetic acid (4 mL) and acetic anhydride (4 mL). The mixture was stirred at 80° C. for 3 h. The crude reaction was purified by catch and release using SiliaBond Propylsulfonic Acid® (5 eq, CH3CN as eluent and a 2 N ammonia solution in MeOH to release the material). The solvent was con... Solvent: C(C)(=O)O (acetic acid), C(C)(=O)OC(C)=O (acetic anhydride). Reaction SMILES: [F:1][C:2]([F:32])([F:31])[S:3]([O:6][C:7]1[CH:12]=[CH:11][C:10]([C:13]2[N:14]=[N:15][C:16]([O:19][CH:20]3[CH2:25][C:24]([CH3:27])([CH3:26])[NH:23][C:22]([CH3:29])([CH3:28])[CH2:21]3)=[CH:17][CH:18]=2)=[C:9]([F:30])[CH:8]=1)(=[O:5])=[O:4].C(OI(C1C=CC=CC=1)OC(=O)C)(=[O:35])C>C(O)(=O)C.C(OC(=O)C)(=O)C.CC([O-])=O.CC([O-])=O.[Pd+2]>[F:32][C:2]([F:1])([F:31])[S:3]([O:6][C:7]1[CH:12]=[C:11]([OH:35])[C:10]([C:13]2[N:14]=[N:15][C:16]([O:19][CH:20]3[CH2:25][C:24]([CH3:26])([CH3:27])[NH:23][C:22]([CH3:28])([CH3:29])[CH2:21]3)=[CH:17][CH:18]=2)=[C:9]([F:30])[CH:8]=1)(=[O:4])=[O:5] |f:4.5.6|. Product: FC(S(=O)(=O)OC1=CC(=C(C(=C1)O)C=1N=NC(=CC1)OC1CC(NC(C1)(C)C)(C)C)F)(F)F (3-fluoro-5-hydroxy-4-(6-((2,2,6,6-tetramethylpiperidin-4-yl)oxy)pyridazin-3-yl)phenyl trifluoromethanesulfonate), solid. Reaction conditions: temperature 80 celsius, time 3 hour.